From a dataset of the Open Reaction Database (ORD), a public repository of structured organic reaction records. describe an organic reaction: reactants, conditions, products, and yield Yields the product C(C)OC(CC=1C=C(C=C(C1)Cl)C1=C(C=C(C=C1)C(F)(F)F)CNCC)=O ((5-Chloro-2′-ethylaminomethyl-4′-trifluoromethyl-biphenyl-3-yl)-acetic acid ethyl ester). Procedure: Prepared according to the procedure described in Example 33, Step 4, using the following starting materials: (5-chloro-2′-formyl-4′-trifluoromethyl-biphenyl-3-yl)-acetic acid ethyl ester and ethylamine (2M in THF). Starting materials: C(C)OC(CC=1C=C(C=C(C1)Cl)C1=C(C=C(C=C1)C(F)(F)F)C=O)=O ((5-chloro-2′-formyl-4′-trifluoromethyl-biphenyl-3-yl)-acetic acid ethyl ester), C(C)N (ethylamine). RXN SMILES: [CH2:1]([O:3][C:4](=[O:25])[CH2:5][C:6]1[CH:7]=[C:8]([C:13]2[CH:18]=[CH:17][C:16]([C:19]([F:22])([F:21])[F:20])=[CH:15][C:14]=2[CH:23]=O)[CH:9]=[C:10]([Cl:12])[CH:11]=1)[CH3:2].[CH2:26]([NH2:28])[CH3:27]>>[CH2:1]([O:3][C:4](=[O:25])[CH2:5][C:6]1[CH:7]=[C:8]([C:13]2[CH:18]=[CH:17][C:16]([C:19]([F:20])([F:21])[F:22])=[CH:15][C:14]=2[CH2:23][NH:28][CH2:26][CH3:27])[CH:9]=[C:10]([Cl:12])[CH:11]=1)[CH3:2].